This data is from the Open Reaction Database (ORD), a public repository of structured organic reaction records. The task is: describe an organic reaction: reactants, conditions, products, and yield The yield is 68.4%. Procedure: A solution of 9.9 g of malononitrile, 26.25 g of 3,3-dimethyl-2-butanone, 1.45 g of ammonium acetate and 2.25 g of acetic acid dissolved in 100 ml of toluene was refluxed for about 16 hours with the aid of a Dean-Stark Trap. The reaction mixture was diluted with 120 ml of toluene and washed with 200 ml water. The organic phase was collected, dried over anhydrous magnesium sulfate, filtered and concentrated under vacuum. The resulting residue was distilled under vacuum to afford 15.2 g of 2-(1,1-... The solvent is C1(=CC=CC=C1)C (toluene), C1(=CC=CC=C1)C (toluene). Reactants: C(CC#N)#N (malononitrile), CC(C(C)=O)(C)C (3,3-dimethyl-2-butanone), C(C)(=O)[O-].[NH4+] (ammonium acetate), C(C)(=O)O (acetic acid). The product is CC(C)(C)C(=C(C#N)C#N)C (2-(1,1-dimethylethyl)-1,1-dicyano-1-propene). Reaction SMILES: [C:1](#[N:5])[CH2:2][C:3]#[N:4].[CH3:6][C:7]([CH3:12])([CH3:11])[C:8](=O)[CH3:9].C([O-])(=O)C.[NH4+].C(O)(=O)C>C1(C)C=CC=CC=1>[CH3:6][C:7]([C:8]([CH3:9])=[C:2]([C:1]#[N:5])[C:3]#[N:4])([CH3:12])[CH3:11] |f:2.3|.